Dataset: the Open Reaction Database (ORD), a public repository of structured organic reaction records. Task: describe an organic reaction: reactants, conditions, products, and yield The reactants are CCOCOCc1ccc2c(c1S(C)(=O)=O)OCO2, ClCCl, O=C(O)C(F)(F)F. Yields the product CS(=O)(=O)c1c(CO)ccc2c1OCO2. Reaction SMILES: [CH2:1]([O:2][CH2:3][O:5][CH2:6][c:7]1[c:8]([S:16](=[O:17])(=[O:18])[CH3:19])[c:9]2[c:10]([cH:11][cH:12]1)[O:13][CH2:14][O:15]2)[CH3:4].[Cl:27][CH2:28][Cl:29].[OH:20][C:21]([C:22]([F:23])([F:24])[F:25])=[O:26]>>[OH:5][CH2:6][c:7]1[c:8]([S:16](=[O:17])(=[O:18])[CH3:19])[c:9]2[c:10]([cH:11][cH:12]1)[O:13][CH2:14][O:15]2. The reactants are C[N-]C.C[N-]C.C[N-]C.C[N-]C.[Ti+4] (titanium tetrakis(dimethylamide)), C1=CC=CC1 (cyclopentadiene). Solvent: C1(=CC=CC=C1)C (toluene). The product is C[N-]C.C[N-]C.C[N-]C.C1(C=CC=C1)[Ti+3] (Cyclopentadienyltitanium Tris(Dimethylamide)). RXN SMILES: [CH3:1][N-:2][CH3:3].[CH3:4][N-:5][CH3:6].[CH3:7][N-:8][CH3:9].C[N-]C.[Ti+4:13].[CH:14]1[CH2:18][CH:17]=[CH:16][CH:15]=1>C1(C)C=CC=CC=1>[CH3:1][N-:2][CH3:3].[CH3:4][N-:5][CH3:6].[CH3:7][N-:8][CH3:9].[CH:15]1([Ti+3:13])[CH:14]=[CH:18][CH:17]=[CH:16]1 |f:0.1.2.3.4,7.8.9.10|. Procedure: A 250 mL Schlenk flask is charged with titanium tetrakis(dimethylamide), 2.48 g (11.06 mmole), and toluene, 100 mL. Freshly cracked cyclopentadiene monomer, 2.7 mL (33.18 mmole), is added to the magnetically stirred solution. The mixture is refluxed 1 hour giving a deep red solution. All volatiles are removed under vacuum at room temperature leaving a viscous deep red oil. The oil is transferred to a microdistillation apparatus and a low melting solid is distilled at 70° C. under vacuum (0.05 mm... The reactants are S1(=O)(=O)NC(=O)C2=CC=CC=C12 (Saccharin), NC1=NC(=C(C(=N1)C)CC1=CC=C(C=C1)CC(=O)OCCCCN(C)C)NCCCCC (4-(Dimethylamino)butyl 2-(4-((2-amino-4-methyl-6-(pentylamino)pyrimidin-5-yl)methyl)phenyl)acetate). Solvent: C(C)#N (acetonitrile), CCOC(=O)C (EtOAc). Reaction conditions: temperature 40 celsius, time 10 minute. The product is S1(=O)(=O)NC(=O)C2=CC=CC=C12.S1(=O)(=O)NC(=O)C2=CC=CC=C12.NC1=NC(=C(C(=N1)C)CC1=CC=C(C=C1)CC(=O)OCCCCN(C)C)NCCCCC (4-(Dimethylamino)butyl 2-(4-((2-amino-4-methyl-6-(pentylamino)pyrimidin-5-yl)methyl)phenyl)acetate disaccharin salt). RXN SMILES: [S:1]1([C:12]2[C:7](=[CH:8][CH:9]=[CH:10][CH:11]=2)[C:5](=[O:6])[NH:4]1)(=[O:3])=[O:2].[NH2:13][C:14]1[N:19]=[C:18]([CH3:20])[C:17]([CH2:21][C:22]2[CH:27]=[CH:26][C:25]([CH2:28][C:29]([O:31][CH2:32][CH2:33][CH2:34][CH2:35][N:36]([CH3:38])[CH3:37])=[O:30])=[CH:24][CH:23]=2)=[C:16]([NH:39][CH2:40][CH2:41][CH2:42][CH2:43][CH3:44])[N:15]=1>C(#N)C.CCOC(C)=O>[S:1]1([C:12]2[C:7](=[CH:8][CH:9]=[CH:10][CH:11]=2)[C:5](=[O:6])[NH:4]1)(=[O:2])=[O:3].[S:1]1([C:12]2[C:7](=[CH:8][CH:9]=[CH:10][CH:11]=2)[C:5](=[O:6])[NH:4]1)(=[O:2])=[O:3].[NH2:13][C:14]1[N:19]=[C:18]([CH3:20])[C:17]([CH2:21][C:22]2[CH:23]=[CH:24][C:25]([CH2:28][C:29]([O:31][CH2:32][CH2:33][CH2:34][CH2:35][N:36]([CH3:37])[CH3:38])=[O:30])=[CH:26][CH:27]=2)=[C:16]([NH:39][CH2:40][CH2:41][CH2:42][CH2:43][CH3:44])[N:15]=1 |f:4.5.6|. Reported procedure: Saccharin (41.5 g) was added to a stirred solution of the product from step (vi) (50.0 g) in acetonitrile (150 mL). The mixture was heated to 40° C. and stirred at the temperature for 10 minutes. The mixture was diluted with EtOAc (500 mL), seeded with Form A crystals and stirred at 40° C. for 5 hours. The mixture was then cooled to 20° C. and stirred at the temperature for 2 hours. The resulting solid was collected by filtration, washed with EtOAc (200 mL) and dried under reduced pressure to gi... Reaction conditions: time 30 minute. RXN SMILES: [C:1]([O:5][C:6]([N:8]1[CH2:12][C@:11]([C:14](C)(C)[O:15][SiH2]C(C)(C)C)([F:13])[CH2:10][C@H:9]1[C:23]([O:25][CH2:26][C:27]1[CH:32]=[CH:31][CH:30]=[CH:29][CH:28]=1)=[O:24])=[O:7])([CH3:4])([CH3:3])[CH3:2].CCCC[N+](CCCC)(CCCC)CCCC.[F-].O>C1COCC1>[C:1]([O:5][C:6]([N:8]1[CH2:12][C@@:11]([F:13])([CH2:14][OH:15])[CH2:10][C@H:9]1[C:23]([O:25][CH2:26][C:27]1[CH:28]=[CH:29][CH:30]=[CH:31][CH:32]=1)=[O:24])=[O:7])([CH3:4])([CH3:2])[CH3:3] |f:1.2|. The solvent is C1CCOC1 (THF), C1CCOC1 (THF). The reactants are O (water), C(C)(C)(C)OC(=O)N1[C@@H](C[C@](C1)(F)C(O[SiH2]C(C)(C)C)(C)C)C(=O)OCC1=CC=CC=C1 ((2S,4R)-4-(tert-butyl-dimethyl-silanyloxymethyl)-4-fluoro-pyrrolidine-1,2-dicarboxylic acid 2-benzyl ester 1-tert-butyl ester), CCCC[N+](CCCC)(CCCC)CCCC.[F-] (TBAF). Procedure details: To a solution of (2S,4R)-4-(tert-butyl-dimethyl-silanyloxymethyl)-4-fluoro-pyrrolidine-1,2-dicarboxylic acid 2-benzyl ester 1-tert-butyl ester (4.10 g, 8.77 mmol) in THF (80 mL) at RT was added 1M TBAF in THF (17.53 mL, 17.53 mmol). The reaction was stirred at RT for 30 min then poured into water and extracted with EtOAc. The organic layer was dried with Na2SO4, filtered and concentrated. Purification by flash column chromatography on silica gel (c-hexane/EtOAc 3:2). MS (UPLC/MS): 354 [M+H]+, 39... Yields the product C(C)(C)(C)OC(=O)N1[C@@H](C[C@@](C1)(CO)F)C(=O)OCC1=CC=CC=C1 ((2S,4R)-4-Fluoro-4-hydroxymethyl-pyrrolidine-1,2-dicarboxylic acid 2-benzyl ester 1-tert-butyl ester). The reactants are CC#N, CNC(=O)CCc1ccc(Cl)c(CO)c1, O=[Mn]=O. Product: CNC(=O)CCc1ccc(Cl)c(C=O)c1. Reaction SMILES: [CH3:16][C:17]#[N:18].[Cl:1][c:2]1[c:3]([CH2:14][OH:15])[cH:4][c:5]([CH2:8][CH2:9][C:10](=[O:11])[NH:12][CH3:13])[cH:6][cH:7]1.[O:19]=[Mn:20]=[O:21]>>[Cl:1][c:2]1[c:3]([CH:14]=[O:15])[cH:4][c:5]([CH2:8][CH2:9][C:10](=[O:11])[NH:12][CH3:13])[cH:6][cH:7]1.